describe an organic reaction: reactants, conditions, products, and yield From a dataset of the Open Reaction Database (ORD), a public repository of structured organic reaction records. The reactants are CCOC(=O)c1ccc(-c2c(F)c(OC)cc(OC)c2F)c2nccnc12, CN(C)CCn1ccc(N)c1, CO, ClCCl. The product is COc1cc(OC)c(F)c(-c2ccc(C(=O)Nc3ccn(CCN(C)C)c3)c3nccnc23)c1F. As a reaction SMILES: [CH2:1]([O:3][C:4](=[O:2])[c:6]1[c:7]2[n:8][cH:9][cH:10][n:11][c:12]2[c:13](-[c:16]2[c:17]([F:27])[c:18]([O:25][CH3:26])[cH:19][c:20]([O:23][CH3:24])[c:21]2[F:22])[cH:14][cH:15]1)[CH3:5].[CH3:28][N:29]([CH2:30][CH2:31][n:32]1[cH:33][c:34]([NH2:37])[cH:35][cH:36]1)[CH3:38].[CH3:42][OH:43].[Cl:39][CH2:40][Cl:41]>>[O:3]=[C:4]([c:6]1[c:7]2[n:8][cH:9][cH:10][n:11][c:12]2[c:13](-[c:16]2[c:17]([F:27])[c:18]([O:25][CH3:26])[cH:19][c:20]([O:23][CH3:24])[c:21]2[F:22])[cH:14][cH:15]1)[NH:37][c:34]1[cH:33][n:32]([CH2:31][CH2:30][N:29]([CH3:28])[CH3:38])[cH:36][cH:35]1. Reactants: CCN(C(C)C)C(C)C, CC(C)(C)CC1NC(C(=O)O)C(c2cccc(Cl)c2F)C1(C#N)c1ccc(Cl)cc1F, ClCCl, O=C(O)C(F)(F)F, CC(C)(C)OC(=O)c1ccc(N)cc1F, O=P(Cl)(c1ccccc1)c1ccccc1. Yields the product CC(C)(C)CC1NC(C(=O)Nc2ccc(C(=O)OC(C)(C)C)c(F)c2)C(c2cccc(Cl)c2F)C1(C#N)c1ccc(Cl)cc1F. Reaction SMILES: [CH:39]([N:40]([CH2:41][CH3:42])[CH:43]([CH3:44])[CH3:45])([CH3:46])[CH3:47].[Cl:1][c:2]1[c:3]([F:31])[c:4]([CH:8]2[CH:9]([C:28](=[O:29])[OH:30])[NH:10][CH:11]([CH2:23][C:24]([CH3:25])([CH3:26])[CH3:27])[C:12]2([C:13]#[N:14])[c:15]2[c:16]([F:22])[cH:17][c:18]([Cl:21])[cH:19][cH:20]2)[cH:5][cH:6][cH:7]1.[Cl:78][CH2:79][Cl:80].[F:32][C:33]([F:34])([F:35])[C:36]([OH:37])=[O:38].[NH2:63][c:64]1[cH:65][c:66]([F:77])[c:67]([C:68](=[O:69])[O:70][C:71]([CH3:72])([CH3:73])[CH3:74])[cH:75][cH:76]1.[c:48]1([P:49]([Cl:50])([c:51]2[cH:52][cH:53][cH:54][cH:55][cH:56]2)=[O:57])[cH:58][cH:59][cH:60][cH:61][cH:62]1>>[Cl:1][c:2]1[c:3]([F:31])[c:4]([CH:8]2[CH:9]([C:28](=[O:29])[NH:63][c:64]3[cH:65][c:66]([F:77])[c:67]([C:68](=[O:69])[O:70][C:71]([CH3:72])([CH3:73])[CH3:74])[cH:75][cH:76]3)[NH:10][CH:11]([CH2:23][C:24]([CH3:25])([CH3:26])[CH3:27])[C:12]2([C:13]#[N:14])[c:15]2[c:16]([F:22])[cH:17][c:18]([Cl:21])[cH:19][cH:20]2)[cH:5][cH:6][cH:7]1. Reactants: BrC1=C(C=CC=C1)C1=NC2=C(N1CC1CCC(CC1)(F)F)C=CC=C2 (2-(2-bromo-phenyl)-1-(4,4-difluoro-cyclohexylmethyl)-1H-benzoimidazole), C(#C)C1=CC=C(C#N)C=C1 (4-ethynyl-benzonitrile), solid. Yields the product FC1(CCC(CC1)CN1C(=NC2=C1C=CC=C2)C2=C(C=CC=C2)C#CC2=CC=C(C#N)C=C2)F (4-{2-[1-(4,4-Difluoro-cyclohexylmethyl)-1H-benzoimidazol-2-yl]-phenylethynyl}-benzonitrile). RXN SMILES: Br[C:2]1[CH:7]=[CH:6][CH:5]=[CH:4][C:3]=1[C:8]1[N:12]([CH2:13][CH:14]2[CH2:19][CH2:18][C:17]([F:21])([F:20])[CH2:16][CH2:15]2)[C:11]2[CH:22]=[CH:23][CH:24]=[CH:25][C:10]=2[N:9]=1.[C:26]([C:28]1[CH:35]=[CH:34][C:31]([C:32]#[N:33])=[CH:30][CH:29]=1)#[CH:27]>>[F:21][C:17]1([F:20])[CH2:18][CH2:19][CH:14]([CH2:13][N:12]2[C:11]3[CH:22]=[CH:23][CH:24]=[CH:25][C:10]=3[N:9]=[C:8]2[C:3]2[CH:4]=[CH:5][CH:6]=[CH:7][C:2]=2[C:27]#[C:26][C:28]2[CH:35]=[CH:34][C:31]([C:32]#[N:33])=[CH:30][CH:29]=2)[CH2:15][CH2:16]1. Procedure details: The title compound was prepared in analogy to Example 72, intermediate a, from 2-(2-bromo-phenyl)-1-(4,4-difluoro-cyclohexylmethyl)-1H-benzoimidazole and 4-ethynyl-benzonitrile (CAS Reg. No. 3032-92-6). Brown solid (38%). MS (Turbo Spray): m/z=452.2 (M+H).